This data is from the Open Reaction Database (ORD), a public repository of structured organic reaction records. The task is: describe an organic reaction: reactants, conditions, products, and yield The product is C(C)(C)(C)OC(=O)NC1CN(C1)C1=C(C=C2C(C(=CN(C2=N1)CCC#N)C(=O)OCC)=O)F (ethyl 7-(3-((tert-butoxycarbonyl)amino)azetidin-1-yl)-1-(2-cyanoethyl)-6-fluoro-4-oxo-1,4-dihydro-1,8-naphthyridine-3-carboxylate). Reactants: ClC1=C(C=C2C(C(=CN(C2=N1)CCC#N)C(=O)OCC)=O)F (ethyl 7-chloro-1-(2-cyanoethyl)-6-fluoro-4-oxo-1,4-dihydro-1,8-naphthyridine-3-carboxylate), C(C)(C)(C)OC(=O)NC1CNC1 (3-(tert-butoxycarbonylamino)azetidine). RXN SMILES: Cl[C:2]1[N:11]=[C:10]2[C:5]([C:6](=[O:21])[C:7]([C:16]([O:18][CH2:19][CH3:20])=[O:17])=[CH:8][N:9]2[CH2:12][CH2:13][C:14]#[N:15])=[CH:4][C:3]=1[F:22].[C:23]([O:27][C:28]([NH:30][CH:31]1[CH2:34][NH:33][CH2:32]1)=[O:29])([CH3:26])([CH3:25])[CH3:24]>ClCCl>[C:23]([O:27][C:28]([NH:30][CH:31]1[CH2:32][N:33]([C:2]2[N:11]=[C:10]3[C:5]([C:6](=[O:21])[C:7]([C:16]([O:18][CH2:19][CH3:20])=[O:17])=[CH:8][N:9]3[CH2:12][CH2:13][C:14]#[N:15])=[CH:4][C:3]=2[F:22])[CH2:34]1)=[O:29])([CH3:26])([CH3:24])[CH3:25]. Reported procedure: A solution of Example 7C (0.3 g) and 3-(tert-butoxycarbonylamino)azetidine (0.46 g) in dichloromethane (60 mL) was stirred for 2 hours, diluted with dichloromethane, washed with water, 10% citric acid, and brine, and dried (MgSO4), filtered, and concentrated. Solvent: ClCCl (dichloromethane), ClCCl (dichloromethane). Starting materials: O=C(O)c1ccc(CNc2cccc(-c3c(Cc4ccccc4)cnc4c(C(F)(F)F)cccc34)c2)cc1, COC(=O)CN, CCN=C=NCCCN(C)C, CC#N, ClCCl, O, On1nnc2ccccc21. Yields the product COC(=O)CNC(=O)c1ccc(CNc2cccc(-c3c(Cc4ccccc4)cnc4c(C(F)(F)F)cccc34)c2)cc1. Reaction SMILES: [CH2:1]([c:2]1[cH:3][cH:4][cH:5][cH:6][cH:7]1)[c:8]1[cH:9][n:10][c:11]2[c:12]([C:35]([F:36])([F:37])[F:38])[cH:13][cH:14][cH:15][c:16]2[c:17]1-[c:18]1[cH:19][c:20]([NH:24][CH2:25][c:26]2[cH:27][cH:28][c:29]([C:30](=[O:31])[OH:32])[cH:33][cH:34]2)[cH:21][cH:22][cH:23]1.[CH3:39][O:40][C:41]([CH2:42][NH2:43])=[O:44].[CH3:45][CH2:46][N:47]=[C:48]=[N:49][CH2:50][CH2:51][CH2:52][N:53]([CH3:54])[CH3:55].[CH3:69][C:70]#[N:71].[Cl:66][CH2:67][Cl:68].[OH2:72].[OH:56][n:57]1[c:58]2[c:59]([cH:60][cH:61][cH:62][cH:63]2)[n:64][n:65]1>>[CH2:1]([c:2]1[cH:3][cH:4][cH:5][cH:6][cH:7]1)[c:8]1[cH:9][n:10][c:11]2[c:12]([C:35]([F:36])([F:37])[F:38])[cH:13][cH:14][cH:15][c:16]2[c:17]1-[c:18]1[cH:19][c:20]([NH:24][CH2:25][c:26]2[cH:27][cH:28][c:29]([C:30](=[O:31])[NH:43][CH2:42][C:41]([O:40][CH3:39])=[O:44])[cH:33][cH:34]2)[cH:21][cH:22][cH:23]1. Starting materials: Cn1cc(-c2cn(COCC[Si](C)(C)C)c3ncc(B4OC(C)(C)C(C)(C)O4)cc23)cn1, CC(=O)O, O, OO. Product: Cn1cc(-c2cn(COCC[Si](C)(C)C)c3ncc(O)cc23)cn1. Reaction SMILES: [CH3:1][n:2]1[n:3][cH:4][c:5](-[c:7]2[cH:8][n:9]([CH2:25][O:26][CH2:27][CH2:28][Si:29]([CH3:30])([CH3:31])[CH3:32])[c:10]3[n:11][cH:12][c:13]([B:16]4[O:17][C:18]([CH3:19])([CH3:20])[C:21]([CH3:22])([CH3:23])[O:24]4)[cH:14][c:15]23)[cH:6]1.[CH3:33][C:34]([OH:35])=[O:36].[OH2:39].[OH:37][OH:38]>>[CH3:1][n:2]1[n:3][cH:4][c:5](-[c:7]2[cH:8][n:9]([CH2:25][O:26][CH2:27][CH2:28][Si:29]([CH3:30])([CH3:31])[CH3:32])[c:10]3[n:11][cH:12][c:13]([OH:35])[cH:14][c:15]23)[cH:6]1. Reactants: FC=1C=C(C=C2CC(N(C12)CCF)=O)[N+](=O)[O-] (7-fluoro-1-(2-fluoro-ethyl)-5-nitro-1,3-dihydro-indol-2-one), [Cl-].[NH4+] (ammonium chloride). The reagents and catalysts are [Fe] (Iron). Yields the product NC=1C=C2CC(N(C2=C(C1)F)CCF)=O (5-amino-7-fluoro-1-(2-fluoro-ethyl)-1,3-dihydro-indol-2-one). Solvent: C(C)O (ethanol), O (water), ClCCl (dichloromethane). RXN SMILES: [F:1][C:2]1[CH:3]=[C:4]([N+:15]([O-])=O)[CH:5]=[C:6]2[C:10]=1[N:9]([CH2:11][CH2:12][F:13])[C:8](=[O:14])[CH2:7]2.[Cl-].[NH4+]>C(O)C.O.ClCCl.[Fe]>[NH2:15][C:4]1[CH:5]=[C:6]2[C:10](=[C:2]([F:1])[CH:3]=1)[N:9]([CH2:11][CH2:12][F:13])[C:8](=[O:14])[CH2:7]2 |f:1.2|. Reported procedure: Iron powder (0.416 g, 7.43 mmol) is added in small portions to 7-fluoro-1-(2-fluoro-ethyl)-5-nitro-1,3-dihydro-indol-2-one (Step 3, 0.45 g, 1.86 mmol) and ammonium chloride (0.987 g, 18.6 mmol) in ethanol (40 ml) and water (20 ml) at 90° C. The reaction mixture is stirred vigorously and heated for 30 min, cooled to room temperature, and diluted with dichloromethane (100 ml). The mixture is filtered through celite, the organic layer separated and washed with water and brine, dried over sodium sul... Reactants: COC=C1C(=O)OC(C)(C)OC1=O, CC#N, NC1=CC(=O)CC(c2ccccc2Cl)C1. Yields the product CC1(C)OC(=O)C(=CNC2=CC(=O)CC(c3ccccc3Cl)C2)C(=O)O1. RXN SMILES: [CH3:1][O:2][CH:3]=[C:4]1[C:5](=[O:13])[O:6][C:7]([CH3:11])([CH3:12])[O:8][C:9]1=[O:10].[CH3:29][C:30]#[N:31].[NH2:14][C:15]1=[CH:16][C:17](=[O:28])[CH2:18][CH:19]([c:21]2[c:22]([Cl:27])[cH:23][cH:24][cH:25][cH:26]2)[CH2:20]1>>[CH:3](=[C:4]1[C:5](=[O:13])[O:6][C:7]([CH3:11])([CH3:12])[O:8][C:9]1=[O:10])[NH:14][C:15]1=[CH:16][C:17](=[O:28])[CH2:18][CH:19]([c:21]2[c:22]([Cl:27])[cH:23][cH:24][cH:25][cH:26]2)[CH2:20]1. The reactants are C(C)(=O)OC(CCCC(=O)O)[C@H]1[C@H](CCCC1)\C=C\C=C\C(CC#CCCCCC)O[Si](C1=CC=CC=C1)(C1=CC=CC=C1)C(C)(C)C ((±)-(5RS)-5-acetoxy-5-[cis-(2RS)-2-((1E,3E)-(5RS)-5-tert-butyldiphenylsilyloxy-trideca-1,3-dien-7-inyl)-(1RS)-cyclohex- 1-yl]-pentanoic acid), [OH-].[K+] (potassium hydroxide), S(O)(O)(=O)=O (sulfuric acid). The product is C(C)(=O)OC(CCCC(=O)O)[C@H]1[C@H](CCCC1)\C=C\C=C\C(CC#CCCCCC)O ((±)-(5RS)-5-acetoxy-5-[cis-(2RS)-2-((1E,3E)-(5RS)-5-hydroxy-trideca-1,3-dien-7-inyl)-(1RS)-cyclohex-1-yl]-pentanoic acid). The yield is 55.2%. Reaction SMILES: [C:1]([O:4][CH:5]([C@@H:12]1[CH2:17][CH2:16][CH2:15][CH2:14][C@@H:13]1/[CH:18]=[CH:19]/[CH:20]=[CH:21]/[CH:22]([O:31][Si](C(C)(C)C)(C1C=CC=CC=1)C1C=CC=CC=1)[CH2:23][C:24]#[C:25][CH2:26][CH2:27][CH2:28][CH2:29][CH3:30])[CH2:6][CH2:7][CH2:8][C:9]([OH:11])=[O:10])(=[O:3])[CH3:2].[OH-].[K+].S(=O)(=O)(O)O>>[C:1]([O:4][CH:5]([C@@H:12]1[CH2:17][CH2:16][CH2:15][CH2:14][C@@H:13]1/[CH:18]=[CH:19]/[CH:20]=[CH:21]/[CH:22]([OH:31])[CH2:23][C:24]#[C:25][CH2:26][CH2:27][CH2:28][CH2:29][CH3:30])[CH2:6][CH2:7][CH2:8][C:9]([OH:11])=[O:10])(=[O:3])[CH3:2] |f:1.2|. Reported procedure: 90 mg of (±)-(5RS)-5-acetoxy-5-[cis-(2RS)-2-((1E,3E)-(5RS)-5-tert-butyldiphenylsilyloxy-trideca-1,3-dien-7-inyl)-(1RS)-cyclohex- 1-yl]-pentanoic acid (produced in example 59) is stirred together with 1.8 ml of ethanolic potassium hydroxide solution (5 g of potassium hydroxide in 62.5 ml of water and 187.5 ml of ethanol) for 4 days at 24° C. Then, it is acidified with 10% sulfuric acid to pH 5, extracted several times with ethyl acetate, the organic phase is washed with brine, dried on sodium sul... The reactants are C(C)(=O)C1CCC(CC1)N1C(C2=CC(=C(C=C2CC1=O)OC)OC(C)C)C1=CC=C(C=C1)Cl (2-(4-Acetyl-cyclohexyl)-1-(4-chloro-phenyl)-7-isopropoxy-6-methoxy-1,4-dihydro-2H-isoquinolin-3-one), C[Mg]Br (methylmagnesium bromide). The solvent is C1CCOC1 (THF). Reaction conditions: time 2 hour. Product: ClC1=CC=C(C=C1)C1N(C(CC2=CC(=C(C=C12)OC(C)C)OC)=O)C1CCC(CC1)C(C)(C)O (1-(4-Chloro-phenyl)-2-[4-(1-hydroxy-1-methyl-ethyl)-cyclohexyl]-7-isopropoxy-6-methoxy-1,4-dihydro-2H-isoquinolin-3-one). Yield: 16.6%. RXN SMILES: [C:1]([CH:4]1[CH2:9][CH2:8][CH:7]([N:10]2[C:19](=[O:20])[CH2:18][C:17]3[C:12](=[CH:13][C:14]([O:23][CH:24]([CH3:26])[CH3:25])=[C:15]([O:21][CH3:22])[CH:16]=3)[CH:11]2[C:27]2[CH:32]=[CH:31][C:30]([Cl:33])=[CH:29][CH:28]=2)[CH2:6][CH2:5]1)(=[O:3])[CH3:2].[CH3:34][Mg]Br>C1COCC1>[Cl:33][C:30]1[CH:29]=[CH:28][C:27]([CH:11]2[C:12]3[C:17](=[CH:16][C:15]([O:21][CH3:22])=[C:14]([O:23][CH:24]([CH3:26])[CH3:25])[CH:13]=3)[CH2:18][C:19](=[O:20])[N:10]2[CH:7]2[CH2:6][CH2:5][CH:4]([C:1]([OH:3])([CH3:34])[CH3:2])[CH2:9][CH2:8]2)=[CH:32][CH:31]=1. Procedure: To the stirred solution of Example 15 (100 mg, 0.211 mmol) in THF (1.05 ml) was added methylmagnesium bromide (3M in diethyl ether) (0.126 ml, 0.329 mmol) during 2 min at −15° C. Stirring was continued for 2 h at RT and then quenched with 1M NH4Cl. The mixture was extracted with EtOAc (2×). The organic phases were washed with brine and dried over Na2SO4, filtered and evaporated to dryness. The resulting crude material was purified by reverse phase prep-HPLC (Waters system) to yield the title com...